From a dataset of the Open Reaction Database (ORD), a public repository of structured organic reaction records. describe an organic reaction: reactants, conditions, products, and yield Reactants: Cl (HCl), C(C)(C)(C)OC(=O)N1CCC(CC1)NC1=NC=C(C(=N1)N)C#N (4-(4-amino-5-cyano-pyrimidin-2-ylamino)-piperidine-1-carboxylic acid tert-butyl ester). Solvent: O1CCOCC1 (dioxane), O1CCOCC1 (dioxane), C1CCOC1 (THF). Conditions: time 18 hour. The product is Cl.Cl.NC1=NC(=NC=C1C#N)NC1CCNCC1 (4-Amino-2-(piperidin-4-ylamino)-pyrimidine-5-carbonitrile dihydrochloride). As a reaction SMILES: C(OC([N:8]1[CH2:13][CH2:12][CH:11]([NH:14][C:15]2[N:20]=[C:19]([NH2:21])[C:18]([C:22]#[N:23])=[CH:17][N:16]=2)[CH2:10][CH2:9]1)=O)(C)(C)C.[ClH:24]>O1CCOCC1.C1COCC1>[ClH:24].[ClH:24].[NH2:21][C:19]1[C:18]([C:22]#[N:23])=[CH:17][N:16]=[C:15]([NH:14][CH:11]2[CH2:10][CH2:9][NH:8][CH2:13][CH2:12]2)[N:20]=1 |f:4.5.6|. Reported procedure: To a suspension of 4-(4-amino-5-cyano-pyrimidin-2-ylamino)-piperidine-1-carboxylic acid tert-butyl ester (3.02 g, 9.49 mmol) in dioxane (10 mL) and THF (10 mL) was added 4 M HCl in dioxane (50 mL) and the reaction mixture stirred at rt for 18 h. The solvent was removed under reduced pressure and the crude product used in the consecutive step without further purification assuming quantitative deprotection and formation of the dihydrochloride salt. MS (ISP): 219.1 [M+H]+. The reactants are [O-2].[La+3].[O-2].[O-2].[La+3] (lanthanum oxide), zirconia, [O-2].[Cr+3].[O-2].[O-2].[Cr+3] (chromium oxide), C(C[*:2])[*:1] (polyethylene). Solvent: O (water). Yields the product [Cr](=O)([O-])[O-].[La+3].[Cr](=O)([O-])[O-].[Cr](=O)([O-])[O-].[La+3] (lanthanum chromite). Reaction SMILES: [O-2:1].[La+3:2].[O-2:3].[O-2:4].[La+3].[O-2].[Cr+3:7].[O-2].[O-2].[Cr+3]>O>[Cr:7]([O-:4])([O-:3])=[O:1].[La+3:2].[Cr:7]([O-:4])([O-:3])=[O:1].[Cr:7]([O-:4])([O-:3])=[O:1].[La+3:2] |f:0.1.2.3.4,5.6.7.8.9,11.12.13.14.15|. Procedure details: A hundred parts of lanthanum oxide having an average particle diameter of 1 μm, 125 parts of chromium oxide having an average diameter of 1 μm, and 100 parts of ion-exchanged water were put into a polyethylene pot together with zirconia balls, subjected to pulverization and mixing for 20 hours, and then dehydrated by filter pressing. A resultant cake was dried in a drying chamber at 120° C. for 24 hours. The dried cake was ground coarsely, and placed in an aluminacrucible, and heated in air at 1... Starting materials: ClC1=CC=C(C=N1)CN(C(C(F)(F)F)=O)C1CCCCC1 (6-chloro-3-[N-(cyclohexyl)-N-(2,2,2-trifluoroacetyl)-aminomethyl]-pyridine), CN(C)C=O (DMF). The reagents and catalysts are [C-]#N.[Zn+2].[C-]#N (zinc cyanide), C=1C=CC(=CC1)/C=C/C(=O)/C=C/C2=CC=CC=C2.C=1C=CC(=CC1)/C=C/C(=O)/C=C/C2=CC=CC=C2.C=1C=CC(=CC1)/C=C/C(=O)/C=C/C2=CC=CC=C2.[Pd].[Pd] (tris(dibenzylideneacetone)dipalladium(0)), C1=CC=C(C=C1)P([C-]2C=CC=C2)C3=CC=CC=C3.C1=CC=C(C=C1)P([C-]2C=CC=C2)C3=CC=CC=C3.[Fe+2] (DPPF). Solvent: O (water), CCOC(=O)C (EtOAc). Conditions: temperature 95 celsius. The product is C(#N)C1=CC=C(C=N1)CN(C(C(F)(F)F)=O)C1CCCCC1 (6-Cyano-3-[N-(cyclohexyl)-N-(2,2,2-trifluoroacetyl)-aminomethyl]-pyridine). Yield: 93.0%. RXN SMILES: Cl[C:2]1[N:7]=[CH:6][C:5]([CH2:8][N:9]([CH:16]2[CH2:21][CH2:20][CH2:19][CH2:18][CH2:17]2)[C:10](=[O:15])[C:11]([F:14])([F:13])[F:12])=[CH:4][CH:3]=1.[CH3:22][N:23](C=O)C>O.CCOC(C)=O.[C-]#N.[Zn+2].[C-]#N.C1C=CC(/C=C/C(/C=C/C2C=CC=CC=2)=O)=CC=1.C1C=CC(/C=C/C(/C=C/C2C=CC=CC=2)=O)=CC=1.C1C=CC(/C=C/C(/C=C/C2C=CC=CC=2)=O)=CC=1.[Pd].[Pd].C1C=CC(P(C2C=CC=CC=2)[C-]2C=CC=C2)=CC=1.C1C=CC(P(C2C=CC=CC=2)[C-]2C=CC=C2)=CC=1.[Fe+2]>[C:22]([C:2]1[N:7]=[CH:6][C:5]([CH2:8][N:9]([CH:16]2[CH2:21][CH2:20][CH2:19][CH2:18][CH2:17]2)[C:10](=[O:15])[C:11]([F:14])([F:13])[F:12])=[CH:4][CH:3]=1)#[N:23] |f:4.5.6,7.8.9.10.11,12.13.14|. Procedure: Under a nitrogen atmosphere add 6-chloro-3-[N-(cyclohexyl)-N-(2,2,2-trifluoroacetyl)-aminomethyl]-pyridine (3.7 g, 11.5 mmol), zinc cyanide (2.02 g, 17.3 mmol), tris(dibenzylideneacetone)dipalladium(0) (0.48 g, 0.57 mmol) and DPPF (0.63 g, 1.15 mmol) to DMF (40 mL). Heat the mixture at 95° C. for 2 h. Cool the mixture to room temperature and dilute with water and EtOAc. Separate the layers and extract the aqueous layer with EtOAc. Wash the combined organic extracts with water and brine. Dry the ... The reactants are COC(CC(CC1=CC=CC=C1)=O)=O (3-Oxo-4-phenyl-butyric acid methyl ester), O (Water), C1CCC2=NCCCN2CC1 (DBU), N(=[N+]=[N-])C1=C(C=CC=C1)F (1-azido-2-fluorobenzene). Solvent: CN(C)C=O (DMF), CN(C)C=O (DMF). Reaction conditions: time 15 minute. The product is C(C1=CC=CC=C1)C1=C(N=NN1C1=C(C=CC=C1)F)C(=O)OC (Methyl 5-benzyl-1-(2-fluorophenyl)-1H-1,2,3-triazole-4-carboxylate). As a reaction SMILES: C1CCN2C(=NCCC2)CC1.[CH3:12][O:13][C:14](=[O:25])[CH2:15][C:16](=O)[CH2:17][C:18]1[CH:23]=[CH:22][CH:21]=[CH:20][CH:19]=1.[N:26]([C:29]1[CH:34]=[CH:33][CH:32]=[CH:31][C:30]=1[F:35])=[N+:27]=[N-:28].O>CN(C=O)C>[CH2:17]([C:16]1[N:26]([C:29]2[CH:34]=[CH:33][CH:32]=[CH:31][C:30]=2[F:35])[N:27]=[N:28][C:15]=1[C:14]([O:13][CH3:12])=[O:25])[C:18]1[CH:23]=[CH:22][CH:21]=[CH:20][CH:19]=1. Procedure details: DBU (1.33 ml; 8.90 mmol; 1.10 eq.) was dissolved in DMF (17 ml) and put under nitrogen atmosphere. 3-Oxo-4-phenyl-butyric acid methyl ester (Chemcollect, 1.711 g; 8.90 mmol; 1.10 eq.) was added to the mixture and it was stirred for 15 min. Then a solution of 1-azido-2-fluorobenzene, prepared according to Platz, M. S. et al. J. Org. Chem. 1989, 54, 5938-5945, (1.11 g; 8.10 mmol; 1 eq.) in DMF (2 mL) was added dropwise to the solution at room temperature. The mixture was stirred at 90° C. for 2 ho...